This data is from the Open Reaction Database (ORD), a public repository of structured organic reaction records. The task is: describe an organic reaction: reactants, conditions, products, and yield The reactants are BrBr, CCOC(C)=O, Clc1nccc2occc12, ClC(Cl)(Cl)Cl, [Na+], [Na+], [Na+], O=C([O-])O, O=S([O-])[O-]. The product is Clc1nccc2occ(Br)c12. RXN SMILES: [Br:11][Br:12].[CH3:29][CH2:30][O:31][C:32](=[O:33])[CH3:34].[Cl:1][c:2]1[n:3][cH:4][cH:5][c:6]2[c:7]1[cH:8][cH:9][o:10]2.[Cl:24][C:25]([Cl:26])([Cl:27])[Cl:28].[Na+:17].[Na+:18].[Na+:23].[O-:19][C:20]([OH:21])=[O:22].[S:13]([O-:14])([O-:15])=[O:16]>>[Cl:1][c:2]1[n:3][cH:4][cH:5][c:6]2[c:7]1[c:8]([Br:11])[cH:9][o:10]2. Starting materials: BrC1=C(C(=CC=C1[N+](=O)[O-])Br)O (2,6-Dibromonitrophenol), C[Si](C)(C)C#CC1(CN2CCC1CC2)O (3-[(trimethylsilyl)ethynyl]quinuclidin-3-ol), Cu2O. Run in N1=CC=CC=C1 (pyridine). Product: BrC1=CC=CC=2C=C(OC21)C2(CN1CCC2CC1)O (3-(7-Bromo-1-benzofuran-2-yl)quinuclidin-3-ol). Isolated yield 29.2%. As a reaction SMILES: Br[C:2]1[C:7]([N+]([O-])=O)=[CH:6][CH:5]=[C:4]([Br:11])[C:3]=1[OH:12].C[Si]([C:17]#[C:18][C:19]1([OH:27])[CH:24]2[CH2:25][CH2:26][N:21]([CH2:22][CH2:23]2)[CH2:20]1)(C)C>N1C=CC=CC=1>[Br:11][C:4]1[C:3]2[O:12][C:18]([C:19]3([OH:27])[CH:24]4[CH2:25][CH2:26][N:21]([CH2:22][CH2:23]4)[CH2:20]3)=[CH:17][C:2]=2[CH:7]=[CH:6][CH:5]=1. Procedure: 2,6-Dibromonitrophenol (3.0 g, 0.0119 mol), 3-[(trimethylsilyl)ethynyl]quinuclidin-3-ol (2.66 g, 0.0119 mol; obtained in Step 1), Cu2O (1.70 g, 0.0119 mol) and pyridine (200 mL) were added to a round bottom flask. The resulting mixture was heated at reflux overnight, filtered through Celite, and the solvent was evaporated. The residue was purified by chromatography on silica gel using ethyl acetate (250 mL) and methanol (500 mL) as eluents. The methanol fraction was evaporated to yield 1.12 g (2... Reactants: [BH4-], C1CCOC1, COc1cccc(C=O)n1, [Na+]. Product: COc1cccc(CO)n1. As a reaction SMILES: [BH4-:11].[CH2:13]1[O:14][CH2:15][CH2:16][CH2:17]1.[CH3:1][O:2][c:3]1[cH:4][cH:5][cH:6][c:7]([CH:9]=[O:10])[n:8]1.[Na+:12]>>[CH3:1][O:2][c:3]1[cH:4][cH:5][cH:6][c:7]([CH2:9][OH:10])[n:8]1. Reactants: [BH3-]C#N, CC(=O)[O-], CO, [NH4+], [Na+], CC(=O)c1cnccn1. The product is CC(N)c1cnccn1. As a reaction SMILES: [C:15](#[N:16])[BH3-:17].[CH3:11][C:12](=[O:13])[O-:14].[CH3:19][OH:20].[NH4+:10].[Na+:18].[n:1]1[c:2]([C:7]([CH3:8])=[O:9])[cH:3][n:4][cH:5][cH:6]1>>[n:1]1[c:2]([CH:7]([CH3:8])[NH2:16])[cH:3][n:4][cH:5][cH:6]1. The reactants are C(C)(=O)OC(C(=O)NC1=CC=C(C=C1)C(=O)N1CC=2N(CC3=C1C=CC=C3)C=CC2)C2=CC=CC=C2 (α-(acetyloxy)-N-[4-(5H-pyrrolo[2,1-c][1,4]benzodiazepin-10(11H)-ylcarbonyl)phenyl]benzeneacetamide), MS(CI). The solvent is O (water), [OH-].[Na+] (NaOH), CO (methyl alcohol). Yields the product OC(C(=O)NC1=CC=C(C=C1)C(=O)N1CC=2N(CC3=C1C=CC=C3)C=CC2)C2=CC=CC=C2 ((±)α-Hydroxy-N-[4-(5H-pyrrolo[2,1-c][1,4]benzodiazepin-10(11H)-ylcarbonyl)phenyl]benzeneacetamide). Reaction SMILES: C([O:4][CH:5]([C:31]1[CH:36]=[CH:35][CH:34]=[CH:33][CH:32]=1)[C:6]([NH:8][C:9]1[CH:14]=[CH:13][C:12]([C:15]([N:17]2[C:23]3[CH:24]=[CH:25][CH:26]=[CH:27][C:22]=3[CH2:21][N:20]3[CH:28]=[CH:29][CH:30]=[C:19]3[CH2:18]2)=[O:16])=[CH:11][CH:10]=1)=[O:7])(=O)C>[OH-].[Na+].CO.O>[OH:4][CH:5]([C:31]1[CH:32]=[CH:33][CH:34]=[CH:35][CH:36]=1)[C:6]([NH:8][C:9]1[CH:14]=[CH:13][C:12]([C:15]([N:17]2[C:23]3[CH:24]=[CH:25][CH:26]=[CH:27][C:22]=3[CH2:21][N:20]3[CH:28]=[CH:29][CH:30]=[C:19]3[CH2:18]2)=[O:16])=[CH:11][CH:10]=1)=[O:7] |f:1.2|. Reported procedure: A solution of 0.34 g of α-(acetyloxy)-N-[4-(5H-pyrrolo[2,1-c][1,4]benzodiazepin-10(11H)-ylcarbonyl)phenyl]benzeneacetamide in 2 ml of 1N NaOH and 4 ml of methyl alcohol is stirred at room temperature for 30 minutes, diluted with 2 ml of water and evaporated in vacuo. The aqueous suspension is extracted with 30 ml of ethyl acetate and the extract washed with brine, dried with Na2SO4 and filtered through a pad of hydrous magnesium silicate and evaporated in vacuo to a residue. The residue is stirr... Starting materials: BrCCC1=CC(=CC=C1)[N+](=O)[O-] (1-(2-bromoethyl)-3-nitrobenzene), Cl.COC=1C=C2CCNCC2=CC1OC (1,2,3,4-tetrahydro-6,7-dimethoxyisoquinoline hydrochloride), C([O-])([O-])=O.[K+].[K+] (potassium carbonate). Solvent: CN(C)C=O (DMF). Yields the product COC=1C=C2CCN(CC2=CC1OC)CCC1=CC(=CC=C1)[N+](=O)[O-] (1,2,3,4-Tetrahydro-6,7-dimethoxy-2-[2-(3-nitrophenyl)ethyl]isoquinoline). The yield is 40.9%. RXN SMILES: Br[CH2:2][CH2:3][C:4]1[CH:9]=[CH:8][CH:7]=[C:6]([N+:10]([O-:12])=[O:11])[CH:5]=1.Cl.[CH3:14][O:15][C:16]1[CH:17]=[C:18]2[C:23](=[CH:24][C:25]=1[O:26][CH3:27])[CH2:22][NH:21][CH2:20][CH2:19]2.C(=O)([O-])[O-].[K+].[K+]>CN(C=O)C>[CH3:14][O:15][C:16]1[CH:17]=[C:18]2[C:23](=[CH:24][C:25]=1[O:26][CH3:27])[CH2:22][N:21]([CH2:2][CH2:3][C:4]1[CH:9]=[CH:8][CH:7]=[C:6]([N+:10]([O-:12])=[O:11])[CH:5]=1)[CH2:20][CH2:19]2 |f:1.2,3.4.5|. Procedure: A mixture of 1-(2-bromoethyl)-3-nitrobenzene (2.3 g), 1,2,3,4-tetrahydro-6,7-dimethoxyisoquinoline hydrochloride (2.3 g) and potassium carbonate (3 g) in DMF (50 ml) was heated at 50° for 12 h. The mixture was then filtered and the filtrate evaporated. The residue was then taken up in water, extracted with dichloromethane, dried, evaporated and purified by column chromatography eluting with dichloromethane/methanol (99:1) to give the title compound (1.4 g) as a yellow oil. NMR includes signals a... RXN SMILES: [OH:1][C@@H:2]1[CH2:7][CH2:6][CH2:5][CH2:4][C@H:3]1[NH:8][C:9]([C:11]1[C:16]([C:17]([F:20])([F:19])[F:18])=[N:15][C:14]([Br:21])=[C:13]([C:22]2[CH:27]=[CH:26][C:25](Cl)=[CH:24][CH:23]=2)[N:12]=1)=[O:10].BrC1N=C(C(F)(F)F)C(C(O)=O)=NC=1C1C=CC=C([Cl:42])C=1>>[OH:1][C@@H:2]1[CH2:7][CH2:6][CH2:5][CH2:4][C@H:3]1[NH:8][C:9]([C:11]1[C:16]([C:17]([F:19])([F:18])[F:20])=[N:15][C:14]([Br:21])=[C:13]([C:22]2[CH:27]=[CH:26][CH:25]=[C:24]([Cl:42])[CH:23]=2)[N:12]=1)=[O:10]. Starting materials: O[C@H]1[C@@H](CCCC1)NC(=O)C1=NC(=C(N=C1C(F)(F)F)Br)C1=CC=C(C=C1)Cl (5-bromo-6-(4-chloro-phenyl)-3-trifluoromethyl-pyrazine-2-carboxylic acid ((1R,2R)-2-hydroxy-cyclohexyl)-amide), BrC=1N=C(C(=NC1C1=CC(=CC=C1)Cl)C(=O)O)C(F)(F)F (5-bromo-6-(3-chloro-phenyl)-3-trifluoromethyl-pyrazine-2-carboxylic acid). Yields the product O[C@H]1[C@@H](CCCC1)NC(=O)C1=NC(=C(N=C1C(F)(F)F)Br)C1=CC(=CC=C1)Cl (5-bromo-6-(3-chloro-phenyl)-3-trifluoromethyl-pyrazine-2-carboxylic acid ((1R,2R)-2-hydroxy-cyclohexyl)-amide). Reported procedure: This compound was prepared in analogy to example 1b (5-bromo-6-(4-chloro-phenyl)-3-trifluoromethyl-pyrazine-2-carboxylic acid ((1R,2R)-2-hydroxy-cyclohexyl)-amide) by substituting 5-bromo-6-(4-chloro-phenyl)-3-trifluoromethyl-pyrazine-2-carboxylic acid with 5-bromo-6-(3-chloro-phenyl)-3-trifluoromethyl-pyrazine-2-carboxylic acid. MS (M−H) at 477.9 and 476.0. Starting materials: [H-].[Na+] (sodium hydride), C1(CC1)C(CC=C)O (1-Cyclopropylbut-3-en-1-ol), [H-].[Na+] (Sodium hydride), BrCC(OCC)OCC (2-bromo-1,1-diethoxyethane), BrCC(OCC)OCC (2-bromo-1,1-diethoxyethane). The solvent is O1CCCC1 (tetrahydrofuran). Yields the product C(C)OC(COC(CC=C)C1CC1)OCC ([1-(2,2-diethoxyethoxyl)but-3-en-1-yl]cyclopropane). Reaction SMILES: [CH:1]1([CH:4]([OH:8])[CH2:5][CH:6]=[CH2:7])[CH2:3][CH2:2]1.[H-].[Na+].Br[CH2:12][CH:13]([O:17][CH2:18][CH3:19])[O:14][CH2:15][CH3:16]>O1CCCC1>[CH2:15]([O:14][CH:13]([O:17][CH2:18][CH3:19])[CH2:12][O:8][CH:4]([CH:1]1[CH2:3][CH2:2]1)[CH2:5][CH:6]=[CH2:7])[CH3:16] |f:1.2|. Reported procedure: 1-Cyclopropylbut-3-en-1-ol (C14, see C. Tahtaoui et al., J. Org. Chem. 2010, 75, 3781-3785) (92%, 8.1 g, 66 mmol) was added to a 0° C. suspension of sodium hydride (60% in mineral oil, 8.25 g, 206 mmol) in tetrahydrofuran (105 mL). The cooling bath was removed and the suspension was stirred until the internal temperature reached 21° C. The reaction mixture was then cooled in an ice bath, and 2-bromo-1,1-diethoxyethane (97%, 18.5 mL, 119 mmol) was added drop-wise at a rate that maintained the int... Starting materials: C(C)(C)(C)OC(N(C)C1=C(C=CC(=C1)Cl)NC(COC1=CC=C(C=C1)CC1C(NC(S1)=O)=O)=O)=O (N-[2-[4-(2,4-Dioxothiazolidin-5-ylmethyl)phenoxyacetylamino]-5-chlorophenyl]-N-methylcarbamic acid t-butyl ester), Cl (hydrochloric acid). Run in O1CCOCC1 (dioxane), O1CCOCC1 (dioxane). Run at time 3 hour. Product: Cl.ClC=1C=CC2=C(N(C(=N2)COC2=CC=C(CC3C(NC(S3)=O)=O)C=C2)C)C1 (5-[4-(6-Chloro-1-methyl-1H-benzimidazol-2-ylmethoxy)benzyl]thiazolidine-2,4-dione hydrochloride). Isolated yield 183.2%. As a reaction SMILES: C(OC(=O)[N:7]([C:9]1[CH:14]=[C:13]([Cl:15])[CH:12]=[CH:11][C:10]=1[NH:16][C:17](=O)[CH2:18][O:19][C:20]1[CH:25]=[CH:24][C:23]([CH2:26][CH:27]2[S:31][C:30](=[O:32])[NH:29][C:28]2=[O:33])=[CH:22][CH:21]=1)[CH3:8])(C)(C)C.Cl>O1CCOCC1>[ClH:15].[Cl:15][C:13]1[CH:12]=[CH:11][C:10]2[N:16]=[C:17]([CH2:18][O:19][C:20]3[CH:21]=[CH:22][C:23]([CH2:26][CH:27]4[S:31][C:30](=[O:32])[NH:29][C:28]4=[O:33])=[CH:24][CH:25]=3)[N:7]([CH3:8])[C:9]=2[CH:14]=1 |f:3.4|. Reported procedure: N-[2-[4-(2,4-Dioxothiazolidin-5-ylmethyl)phenoxyacetylamino]-5-chlorophenyl]-N-methylcarbamic acid t-butyl ester (3.16 g) (obtained in Example 3-1) was dissolved in dioxane (30 ml). To the solution was added 4N hydrochloric acid in dioxane (30 ml) and the resulting mixture was stirred at room temperature for 3 hours and allowed to stand overnight. The reaction mixture was filtered and the crystals were washed with ethyl acetate and dried in vacuo to afford the title compound (2.44 g). softening ... Starting materials: FC(C1=NC=2CN(CCC2C=C1)C(C1=CC=CC=C1)(C1=CC=CC=C1)C1=CC=CC=C1)(F)F (2-(Trifluoromethyl)-7-(triphenylmethyl)-5,6,7,8-tetrahydro-1,7-naphthyridine), Cl (hydrogen chloride). The solvent is CO (methanol), O1CCOCC1 (1,4-dioxane). The product is Cl.FC(C1=NC=2CNCCC2C=C1)(F)F (2-(Trifluoromethyl)-5,6,7,8-tetrahydro-1,7-naphthyridine, hydrochloride). Reaction SMILES: [F:1][C:2]([F:33])([F:32])[C:3]1[CH:12]=[CH:11][C:10]2[CH2:9][CH2:8][N:7](C(C3C=CC=CC=3)(C3C=CC=CC=3)C3C=CC=CC=3)[CH2:6][C:5]=2[N:4]=1.[ClH:34]>CO.O1CCOCC1>[ClH:34].[F:33][C:2]([F:1])([F:32])[C:3]1[CH:12]=[CH:11][C:10]2[CH2:9][CH2:8][NH:7][CH2:6][C:5]=2[N:4]=1 |f:4.5|. Procedure: A solution of the product (94 mg, 0.20 mmol) from Step A above in 0.5 mL of methanol and 2.0 mL of 4.0M hydrogen chloride in 1,4-dioxane was kept at room temperature for 18 h. The reaction mixture was concentrated under a stream of nitrogen, and the residue was triturated with ether. The resultant precipitate was collected and dried in vacuo to afford the title compound as a pale yellow powder. LC/MS 203.1 (M+1).